This data is from the Open Reaction Database (ORD), a public repository of structured organic reaction records. The task is: describe an organic reaction: reactants, conditions, products, and yield Reactants: [H-].[Al+3].[Li+].[H-].[H-].[H-] (Lithium aluminum hydride), solution, O1C2=C(OCC1)C=C(C=C2)NC=2C1=C(N=CN2)CN(CC1)C(CC(F)(F)F)=O (1-(4-(2,3-dihydrobenzo[b][1,4]dioxin-6-ylamino)-5,6-dihydropyrido[3,4-d]pyrimidin-7(8H)-yl)-3,3,3-trifluoropropan-1-one), [OH-].[Na+] (NaOH), Cl (HCl). Solvent: C1CCOC1 (THF), C(C)OCC (diethyl ether), O (Water), O (Water), C1CCOC1 (THF), C(C)OCC (diethyl ether). Reaction conditions: temperature 0 celsius, time 1 hour. The product is Cl.FC(CCN1CC=2N=CN=C(C2CC1)NC1=CC2=C(OCCO2)C=C1)(F)F (7-(3,3,3-Trifluoropropyl)-5,6,7,8-tetrahydro-N-(2,3-dihydrobenzo[b][1,4]dioxin-6-yl)pyrido[3,4-d]pyrimidin-4-amine hydrochloride). Reaction SMILES: [O:1]1[CH2:6][CH2:5][O:4][C:3]2[CH:7]=[C:8]([NH:11][C:12]3[C:13]4[CH2:21][CH2:20][N:19]([C:22](=O)[CH2:23][C:24]([F:27])([F:26])[F:25])[CH2:18][C:14]=4[N:15]=[CH:16][N:17]=3)[CH:9]=[CH:10][C:2]1=2.[H-].[Al+3].[Li+].[H-].[H-].[H-].[OH-].[Na+].[ClH:37]>C1COCC1.C(OCC)C.O>[ClH:37].[F:26][C:24]([F:25])([F:27])[CH2:23][CH2:22][N:19]1[CH2:20][CH2:21][C:13]2[C:12]([NH:11][C:8]3[CH:9]=[CH:10][C:2]4[O:1][CH2:6][CH2:5][O:4][C:3]=4[CH:7]=3)=[N:17][CH:16]=[N:15][C:14]=2[CH2:18]1 |f:1.2.3.4.5.6,7.8,13.14|. Procedure: A solution of 1-(4-(2,3-dihydrobenzo[b][1,4]dioxin-6-ylamino)-5,6-dihydropyrido[3,4-d]pyrimidin-7(8H)-yl)-3,3,3-trifluoropropan-1-one (0.069 g, 0.17 mmol) in THF (5 mL) was cooled to 0° C. under nitrogen. Lithium aluminum hydride was added (0.85 ml of a 1.0M solution in THF, 0.85 mmol) and the mixture was stirred at 0° C. for one h. The mixture was allowed to gradually warm to r.t. with overnight stirring and then cooled again to 0° C. Water (1 mL) was added dropwise. After five min, 10N NaOH (1... Starting materials: COc1ccc(C2=NN(C3CCNCC3)C(=O)C2(C)C)cc1OC, O=C(O)c1ccnc(N2CCOCC2)c1. The product is COc1ccc(C2=NN(C3CCN(C(=O)c4ccnc(N5CCOCC5)c4)CC3)C(=O)C2(C)C)cc1OC. RXN SMILES: [CH3:1][O:2][c:3]1[cH:4][c:5]([C:11]2=[N:15][N:14]([CH:16]3[CH2:17][CH2:18][NH:19][CH2:20][CH2:21]3)[C:13](=[O:22])[C:12]2([CH3:23])[CH3:24])[cH:6][cH:7][c:8]1[O:9][CH3:10].[O:25]1[CH2:26][CH2:27][N:28]([c:31]2[cH:32][c:33]([C:34](=[O:35])[OH:36])[cH:37][cH:38][n:39]2)[CH2:29][CH2:30]1>>[CH3:1][O:2][c:3]1[cH:4][c:5]([C:11]2=[N:15][N:14]([CH:16]3[CH2:17][CH2:18][N:19]([C:34]([c:33]4[cH:32][c:31]([N:28]5[CH2:27][CH2:26][O:25][CH2:30][CH2:29]5)[n:39][cH:38][cH:37]4)=[O:35])[CH2:20][CH2:21]3)[C:13](=[O:22])[C:12]2([CH3:23])[CH3:24])[cH:6][cH:7][c:8]1[O:9][CH3:10]. Conditions: time 18 hour. Solvent: C1CCOC1 (THF). Reactants: C1(=CC=CC=C1)C1=C(N=C2N1C=C(C=C2)C(N(OC)C)=O)N2[Si](CC[Si]2(C)C)(C)C (N-(3-phenyl-6-[N-methyl-N-methoxycarbamoyl]imidazo[1,2-a]pyridin-2-yl)-2,2,5,5-tetramethyl-1-aza-2,5-disilacyclopentane), CO (MeOH), C(C)(=O)O (acetic acid), C(C1=CC=CC=C1)[Mg]Cl (benzylmagnesiumchloride). RXN SMILES: [C:1]1([C:7]2[N:11]3[CH:12]=[C:13]([C:16](=[O:21])N(C)OC)[CH:14]=[CH:15][C:10]3=[N:9][C:8]=2[N:22]2[Si](C)(C)CC[Si]2(C)C)[CH:6]=[CH:5][CH:4]=[CH:3][CH:2]=1.[CH2:31]([Mg]Cl)[C:32]1[CH:37]=[CH:36][CH:35]=[CH:34][CH:33]=1.CO.C(O)(=O)C>C1COCC1>[NH2:22][C:8]1[N:9]=[C:10]2[CH:15]=[CH:14][C:13]([C:16](=[O:21])[CH2:31][C:32]3[CH:37]=[CH:36][CH:35]=[CH:34][CH:33]=3)=[CH:12][N:11]2[C:7]=1[C:1]1[CH:2]=[CH:3][CH:4]=[CH:5][CH:6]=1. The product is NC=1N=C2N(C=C(C=C2)C(CC2=CC=CC=C2)=O)C1C1=CC=CC=C1 (2-amino-3-phenyl-6-(α-phenylacetyl)-imidazo[1,2-a]pyridine). Reported procedure: The N-(3-phenyl-6-[N-methyl-N-methoxycarbamoyl]imidazo[1,2-a]pyridin-2-yl)-2,2,5,5-tetramethyl-1-aza-2,5-disilacyclopentane (812 mg, 4 mmol) was dissolved in 30 ml of THF under N2 and benzylmagnesiumchloride (2 M in THF, 6 ml, 12.0 mmol) was added. The mixture was allowed to stir for 18 hours at RT before adding 15 ml of MeOH and 3 ml of acetic acid. The mixture was allowed to stir for 1 hour at RT. The solvents were removed in vacuo and the residue taken up in 400 ml of EtOAc and 60 ml of NaHCO... The yield is 30.4%. Starting materials: CCN(CC)CCCNc1n[nH]c2ccccc12, N, O, O=[N+]([O-])O, O=S(=O)(O)O. Product: CCN(CC)CCCNc1n[nH]c2ccc(N)cc12. RXN SMILES: [CH2:1]([CH3:2])[N:3]([CH2:4][CH2:5][CH2:6][NH:7][c:8]1[n:9][nH:10][c:11]2[cH:12][cH:13][cH:14][cH:15][c:16]12)[CH2:17][CH3:18].[NH3:24].[OH2:23].[OH:19][N+:20](=[O:21])[O-:22].[S:25](=[O:26])(=[O:27])([OH:28])[OH:29]>>[CH2:1]([CH3:2])[N:3]([CH2:4][CH2:5][CH2:6][NH:7][c:8]1[n:9][nH:10][c:11]2[cH:12][cH:13][c:14]([NH2:20])[cH:15][c:16]12)[CH2:17][CH3:18]. Starting materials: C(C)C1=C(C=CC(=C1)CC(=O)OC)C1=CC=C(C=C1)O (methyl (2-ethyl-4′-hydroxy-1,1′-biphenyl-4-yl)acetate), CS(=O)(=O)OCC1=C(C(=C(C=C1)C(F)(F)F)OCOC)C(OC)OC (2-(dimethoxymethyl)-3-(methoxymethoxy)-4-(trifluoromethyl)benzyl methanesulfonate). The product is C(C)C1=C(C=CC(=C1)CC(=O)OC)C1=CC=C(C=C1)OCC1=C(C(=C(C=C1)C(F)(F)F)O)C=O (methyl (2-ethyl-4′-{[2-formyl-3-hydroxy-4-(trifluoromethyl)benzyl]oxy}-1,1′-biphenyl-4-yl)acetate). Isolated yield 79.0%. As a reaction SMILES: [CH2:1]([C:3]1[CH:8]=[C:7]([CH2:9][C:10]([O:12][CH3:13])=[O:11])[CH:6]=[CH:5][C:4]=1[C:14]1[CH:19]=[CH:18][C:17]([OH:20])=[CH:16][CH:15]=1)[CH3:2].CS(O[CH2:26][C:27]1[CH:32]=[CH:31][C:30]([C:33]([F:36])([F:35])[F:34])=[C:29]([O:37]COC)[C:28]=1[CH:41](OC)[O:42]C)(=O)=O>>[CH2:1]([C:3]1[CH:8]=[C:7]([CH2:9][C:10]([O:12][CH3:13])=[O:11])[CH:6]=[CH:5][C:4]=1[C:14]1[CH:15]=[CH:16][C:17]([O:20][CH2:26][C:27]2[CH:32]=[CH:31][C:30]([C:33]([F:35])([F:36])[F:34])=[C:29]([OH:37])[C:28]=2[CH:41]=[O:42])=[CH:18][CH:19]=1)[CH3:2]. Reported procedure: According to a method similar to Example (40-2) and Example (8-3), from methyl (2-ethyl-4′-hydroxy-1,1′-biphenyl-4-yl)acetate (4.90 g, 18.1 mmol) obtained in Example (26-4) and 2-(dimethoxymethyl)-3-(methoxymethoxy)-4-(trifluoromethyl)benzyl methanesulfonate (8.35 g, 21.5 mmol) obtained in Example (26-5), methyl (2-ethyl-4′-{[2-formyl-3-hydroxy-4-(trifluoromethyl)benzyl]oxy}-1,1′-biphenyl-4-yl)acetate was obtained as a colorless solid (6.77 g, two-step total yield: 79%). The reactants are C(C1=CC(C=O)=CC=C1)=O (isophtalaldehyde), [BH4-].[Na+] (NaBH4). Solvent: C(C)O (ethanol). The product is OCC=1C=C(C=O)C=CC1 (3-hydroxymethylbenzaldehyde). RXN SMILES: [CH:1](=[O:10])[C:2]1[CH:9]=[CH:8][CH:7]=[C:4]([CH:5]=[O:6])[CH:3]=1.[BH4-].[Na+]>C(O)C>[OH:10][CH2:1][C:2]1[CH:3]=[C:4]([CH:7]=[CH:8][CH:9]=1)[CH:5]=[O:6] |f:1.2|. Procedure details: To a solution of isophtalaldehyde (8 g) in ethanol (80 mL) at room temperature was added NaBH4 portion wise, until about 50% reaction by TLC. The reaction mixture was quenched with 25% ammonium acetate, extracted with ethyl acetate, which was washed with brine (2×), dried over sodium sulfate, filtered and evaporated to dryness. Purification of the residue by flash chromatography using 50% ether in hexane afforded the pure title compound. Reactants: COC(C)(C)OC (2,2-dimethoxypropane), C(C)(C)(C)OC(=O)NC1(COC(OC1)(C)C)\C=C\C1=CC=C(C=C1)C#CCCCOCC1=CC=CC=C1 (5-tert-Butoxycarbonylamino-5-{(E)-[4-(5-benzyloxy-pent-1-ynyl)phenyl]ethenyl}-2,2-dimethyl-1,3-dioxane). Reagents/catalysts: C12(C(=O)CC(CC1)C2(C)C)CS(=O)(=O)O (camphorsulfonic acid), [OH-].[OH-].[Pd+2] (Palladium hydroxide on carbon). Run in CN(C)C=O (DMF), C(=O)(O)[O-].[Na+] (NaHCO3), CO (MeOH). Product: C(C)(C)(C)OC(=O)NC1(COC(OC1)(C)C)CCC1=CC=C(C=C1)CCCCCO (5-tert-Butoxycarbonylamino-5-{2-[4-(5-hydroxyl-1-pentyl)phenyl]ethyl}-2,2-dimethyl-1,3-dioxane). The yield is 72.5%. As a reaction SMILES: [C:1]([O:5][C:6]([NH:8][C:9]1(/[CH:17]=[CH:18]/[C:19]2[CH:24]=[CH:23][C:22]([C:25]#[C:26][CH2:27][CH2:28][CH2:29][O:30]CC3C=CC=CC=3)=[CH:21][CH:20]=2)[CH2:14][O:13][C:12]([CH3:16])([CH3:15])[O:11][CH2:10]1)=[O:7])([CH3:4])([CH3:3])[CH3:2].COC(OC)(C)C>CO.CN(C=O)C.C([O-])(O)=O.[Na+].[OH-].[OH-].[Pd+2].C12(CS(O)(=O)=O)C(C)(C)C(CC1)CC2=O>[C:1]([O:5][C:6]([NH:8][C:9]1([CH2:17][CH2:18][C:19]2[CH:20]=[CH:21][C:22]([CH2:25][CH2:26][CH2:27][CH2:28][CH2:29][OH:30])=[CH:23][CH:24]=2)[CH2:10][O:11][C:12]([CH3:16])([CH3:15])[O:13][CH2:14]1)=[O:7])([CH3:4])([CH3:3])[CH3:2] |f:4.5,6.7.8|. Reported procedure: Palladium hydroxide on carbon (20%) (36 mg, 0.05 mmol) was added to a solution of 18 (0.361 g, 0.71 mmol) in MeOH (8 mL). Hydrogen was bubbled through the suspension with stirring until 18 was completely consumed and converted to a polar substance (monitored by TLC:hexanes/EtOAc 2:1). The mixture was filtered through a short pad of silica gel and concentrated under vacuum. To a solution of the resulting yellow oil in dry DMF (5 mL) were added 2,2-dimethoxypropane (90.5 mg, 0.84 mmol) and camphor...